Dataset: the Open Reaction Database (ORD), a public repository of structured organic reaction records. Task: describe an organic reaction: reactants, conditions, products, and yield Starting materials: ClC=1C=CC=2N(N1)C(=CN2)C(C)C=2C(=C1C=CC=NC1=CC2F)F ((rac)-6-[1-(6-chloro-imidazo[1,2-b]pyridazin-3-yl)-ethyl]-5,7-difluoro-quinoline), CC1CNCC(N1)=O (6-methylpiperazin-2-one), ClC=1C=CC=2N(N1)C(=CN2)C(C)C=2C(=C1C=CC=NC1=CC2F)F ((rac)-6-[1-(6-chloro-imidazo[1,2-b]pyridazin-3-yl)-ethyl]-5,7-difluoro-quinoline), [F-].[K+] (KF). The solvent is CN1CCCC1=O (NMP). Run at temperature 180 celsius, time 16 hour. The product is FC1=C2C=CC=NC2=CC(=C1C(C)C1=CN=C2N1N=C(C=C2)N2CC(NC(C2)C)=O)F ((rac)-4-{3-[1-(5,7-Difluoro-quinolin-6-yl)-ethyl]-imidazo[1,2-b]pyridazin-6-yl}-6-methylpiperazin-2-one). Reaction SMILES: Cl[C:2]1[CH:3]=[CH:4][C:5]2[N:6]([C:8]([CH:11]([C:13]3[C:14]([F:24])=[C:15]4[C:20](=[CH:21][C:22]=3[F:23])[N:19]=[CH:18][CH:17]=[CH:16]4)[CH3:12])=[CH:9][N:10]=2)[N:7]=1.[F-].[K+].[CH3:27][CH:28]1[NH:33][C:32](=[O:34])[CH2:31][NH:30][CH2:29]1>CN1C(=O)CCC1>[F:24][C:14]1[C:13]([CH:11]([C:8]2[N:6]3[N:7]=[C:2]([N:30]4[CH2:29][CH:28]([CH3:27])[NH:33][C:32](=[O:34])[CH2:31]4)[CH:3]=[CH:4][C:5]3=[N:10][CH:9]=2)[CH3:12])=[C:22]([F:23])[CH:21]=[C:20]2[C:15]=1[CH:16]=[CH:17][CH:18]=[N:19]2 |f:1.2|. Procedure: (rac)-6-[1-(6-Chloro-imidazo[1,2-b]pyridazin-3-yl)-ethyl]-5,7-difluoro-quinoline (Intermediate C, 50 mg, 0.145 mmol), KF (42.1 mg, 0.725 mmol), 6-methylpiperazin-2-one (49.7 mg, 0.435 mmol) were suspended in NMP (483 μL). The RM was stirred at 180° C. for 16 h. The mixture was purified by preparative UPLC with acetonitrile and water (+0.1% TFA) The fractions were collected and acetonitrile was removed. It was taken up with MeOH and passed through an SPE cartridge of PL-HCO3 MP from polymer lab. ... Reactants: OCCCCCCCCCCCCCCCCNC1=CC=C(C(=O)O)C=C1 (4-(16-hydroxyhexadecylamino)benzoic acid), Br (hydrogen bromide), ice water, S(O)(O)(=O)=O (sulfuric acid). The solvent is C(C)(=O)O (acetic acid). The product is BrCCCCCCCCCCCCCCCCNC1=CC=C(C(=O)O)C=C1 (4-(16-bromohexadecylamino)benzoic acid). As a reaction SMILES: O[CH2:2][CH2:3][CH2:4][CH2:5][CH2:6][CH2:7][CH2:8][CH2:9][CH2:10][CH2:11][CH2:12][CH2:13][CH2:14][CH2:15][CH2:16][CH2:17][NH:18][C:19]1[CH:27]=[CH:26][C:22]([C:23]([OH:25])=[O:24])=[CH:21][CH:20]=1.[BrH:28].S(=O)(=O)(O)O>C(O)(=O)C>[Br:28][CH2:2][CH2:3][CH2:4][CH2:5][CH2:6][CH2:7][CH2:8][CH2:9][CH2:10][CH2:11][CH2:12][CH2:13][CH2:14][CH2:15][CH2:16][CH2:17][NH:18][C:19]1[CH:27]=[CH:26][C:22]([C:23]([OH:25])=[O:24])=[CH:21][CH:20]=1. Reported procedure: A mixture of 16 g. of 4-(16-hydroxyhexadecylamino)benzoic acid and 150 g. of 30-32% hydrogen bromide in acetic acid is treated with 30 ml. of concentrated sulfuric acid, stirred under reflux for 8 hours, poured into ice-water, and filtered. The product is washed with water, dried and recrystallized from ether-petroleum ether to yield 4-(16-bromohexadecylamino)benzoic acid as a white, crystalline solid. Reactants: CC1=C(C(=O)O)C=C(C=C1)N1N=NN=C1 (2-methyl-5-(1H-tetrazol-1-yl)benzoic acid), Cl.C(C)OCCN1C(=NC2=C1C=CC=C2)N2CCN(CCC2)CCC2(CNCC2)C2=CC=CC=C2 (3-(2-(4-(1-(2-ethoxyethyl)-1H-benzimidazol-2-yl)[1,4]diazepan-1-yl)ethyl)-3-phenylpyrrolidine hydrochloric acid salt). The product is CC1=C(C(=O)N2CC(CC2)(C2=CC=CC=C2)CCN2CCN(CCC2)C2=NC3=C(N2CCOCC)C=CC=C3)C=C(C=C1)N1N=NN=C1 (1-(2-Methyl-5-(1H-tetrazol-1-yl)benzoyl)-3-(2-(4-(1-(2-ethoxyethyl)-1H-benzimidazol-2-yl)[1,4]diazepan-1-yl)ethyl)-3-phenylpyrrolidine). RXN SMILES: [CH3:1][C:2]1[CH:10]=[CH:9][C:8]([N:11]2[CH:15]=[N:14][N:13]=[N:12]2)=[CH:7][C:3]=1[C:4]([OH:6])=O.Cl.[CH2:17]([O:19][CH2:20][CH2:21][N:22]1[C:26]2[CH:27]=[CH:28][CH:29]=[CH:30][C:25]=2[N:24]=[C:23]1[N:31]1[CH2:37][CH2:36][CH2:35][N:34]([CH2:38][CH2:39][C:40]2([C:45]3[CH:50]=[CH:49][CH:48]=[CH:47][CH:46]=3)[CH2:44][CH2:43][NH:42][CH2:41]2)[CH2:33][CH2:32]1)[CH3:18]>>[CH3:1][C:2]1[CH:10]=[CH:9][C:8]([N:11]2[CH:15]=[N:14][N:13]=[N:12]2)=[CH:7][C:3]=1[C:4]([N:42]1[CH2:43][CH2:44][C:40]([CH2:39][CH2:38][N:34]2[CH2:35][CH2:36][CH2:37][N:31]([C:23]3[N:22]([CH2:21][CH2:20][O:19][CH2:17][CH3:18])[C:26]4[CH:27]=[CH:28][CH:29]=[CH:30][C:25]=4[N:24]=3)[CH2:32][CH2:33]2)([C:45]2[CH:50]=[CH:49][CH:48]=[CH:47][CH:46]=2)[CH2:41]1)=[O:6] |f:1.2|. Reported procedure: Prepare by the method of Example 56.1 using 2-methyl-5-(1H-tetrazol-1-yl)benzoic acid and 3-(2-(4-(1-(2-ethoxyethyl)-1H-benzimidazol-2-yl)[1,4]diazepan-1-yl)ethyl)-3-phenylpyrrolidine hydrochloric acid salt (prepared from (−)-3-phenyl-3-(2-hydroxyethyl)pyrrolidine(R,R)-di-p-anisoyltartaric acid salt) to give the title compound. Reactants: C1=CC=C(C=C1)CCN (2-Phenethylamine), C(CCC)=O (butyraldehyde), [BH4-].[Na+] (NaBH4). Solvent: C(Cl)Cl (CH2Cl2). Reaction conditions: time 5.5 hour. Yields the product C(CCC)NCCC1=CC=CC=C1 (N-Butyl-2-phenylethylamine). Reaction SMILES: [CH:1]1[CH:6]=[CH:5][C:4]([CH2:7][CH2:8][NH2:9])=[CH:3][CH:2]=1.[CH:10](=O)[CH2:11][CH2:12][CH3:13].[BH4-].[Na+]>C(Cl)Cl>[CH2:10]([NH:9][CH2:8][CH2:7][C:4]1[CH:5]=[CH:6][CH:1]=[CH:2][CH:3]=1)[CH2:11][CH2:12][CH3:13] |f:2.3|. Reported procedure: 2-Phenethylamine (12.5 mL, 12.1 g, 99.5 mmol), butyraldehyde (13.2 mL, 10.8 g, 150 mmol), and 3 Å molecular sieves were stirred at 50 ° C. for 1 h, then at RT for 5.5 h. The reaction was then diluted with CH2Cl2, filtered through celite, then concentrated to an oil. That oil was dissolved in absolute EtOH (150 mL-previously cooled to 0 ° C.), and NaBH4 (5.7 g, 150 mmol) was added. The reaction was stirred at RT overnight, concentrated, partitioned between water and Et2O, then the organic layer w... The product is CC(C)(C(=O)O)c1ccc(C(O)CCCCl)cc1. As a reaction SMILES: [BH4-:19].[CH3:22][OH:23].[Cl:1][CH2:2][CH2:3][CH2:4][C:5](=[O:6])[c:7]1[cH:8][cH:9][c:10]([C:13]([C:14](=[O:15])[OH:16])([CH3:17])[CH3:18])[cH:11][cH:12]1.[ClH:21].[Na+:20]>>[Cl:1][CH2:2][CH2:3][CH2:4][CH:5]([OH:6])[c:7]1[cH:8][cH:9][c:10]([C:13]([C:14](=[O:15])[OH:16])([CH3:17])[CH3:18])[cH:11][cH:12]1. Starting materials: [BH4-], CO, CC(C)(C(=O)O)c1ccc(C(=O)CCCCl)cc1, Cl, [Na+]. Starting materials: Cn1ncc([N+](=O)[O-])c1N1CCC=CC2(CC2)C1, CS(C)=O, CC(=O)O, ClCCl, [N-]=[N+]=[N-], [Na+], [Na+], O=C([O-])O, O=C(OO)c1cccc(Cl)c1. Yields the product Cn1ncc([N+](=O)[O-])c1N1CCC(N=[N+]=[N-])C(O)C2(CC2)C1. As a reaction SMILES: [CH3:1][n:2]1[n:3][cH:4][c:5]([N+:16](=[O:17])[O-:18])[c:6]1[N:7]1[CH2:8][C:9]2([CH2:10][CH2:11]2)[CH:12]=[CH:13][CH2:14][CH2:15]1.[CH3:42][S:43]([CH3:44])=[O:45].[CH3:46][C:47](=[O:48])[OH:49].[Cl:39][CH2:40][Cl:41].[N-:36]=[N+:37]=[N-:38].[Na+:34].[Na+:35].[O-:30][C:31]([OH:32])=[O:33].[OH:19][O:20][C:21]([c:22]1[cH:23][c:24]([Cl:25])[cH:26][cH:27][cH:28]1)=[O:29]>>[CH3:1][n:2]1[n:3][cH:4][c:5]([N+:16](=[O:17])[O-:18])[c:6]1[N:7]1[CH2:8][C:9]2([CH2:10][CH2:11]2)[CH:12]([OH:30])[CH:13]([N:36]=[N+:37]=[N-:38])[CH2:14][CH2:15]1. The reactants are [H-].[Na+] (NaH), N1C(NC2=C1C=CC=C2)=O (benzimidazolin-2-one), COC(CCCCCCCBr)=O (8-bromocaprylic acid methyl ester). The solvent is CN(C)C=O (DMF). The product is COC(CCCCCCCN1C(NC2=C1C=CC=C2)=O)=O (8-(2-Oxo-benzimidazolin-1-yl)-caprylic acid methyl ester). Reaction SMILES: [H-].[Na+].[NH:3]1[C:7]2[CH:8]=[CH:9][CH:10]=[CH:11][C:6]=2[NH:5][C:4]1=[O:12].[CH3:13][O:14][C:15](=[O:24])[CH2:16][CH2:17][CH2:18][CH2:19][CH2:20][CH2:21][CH2:22]Br>CN(C=O)C>[CH3:13][O:14][C:15](=[O:24])[CH2:16][CH2:17][CH2:18][CH2:19][CH2:20][CH2:21][CH2:22][N:3]1[C:7]2[CH:8]=[CH:9][CH:10]=[CH:11][C:6]=2[NH:5][C:4]1=[O:12] |f:0.1|. Reported procedure: The product is produced as described in example 1 from 2.8 g. of NaH (80% suspension in mineral oil), 25 g. of benzimidazolin-2-one, 180 cc. of DMF, 22.1 g. of 8-bromocaprylic acid methyl ester and 2.8 g. of NaJ. Eluant in chromatographic purification: chloroform/methanol. Reactants: C1CCOC1, O=C(CCCCCCC(=O)Nc1cccc(CNC(=O)NC(C(=O)OC2CCCC2)c2ccccc2)c1)NO, [Na+], [OH-]. The product is O=C(CCCCCCC(=O)Nc1cccc(CNC(=O)NC(C(=O)O)c2ccccc2)c1)NO. RXN SMILES: [CH2:42]1[O:43][CH2:44][CH2:45][CH2:46]1.[CH:1]1([O:6][C:7]([CH:8]([c:9]2[cH:10][cH:11][cH:12][cH:13][cH:14]2)[NH:15][C:16](=[O:17])[NH:18][CH2:19][c:20]2[cH:21][c:22]([NH:26][C:27]([CH2:28][CH2:29][CH2:30][CH2:31][CH2:32][CH2:33][C:34]([NH:35][OH:36])=[O:37])=[O:38])[cH:23][cH:24][cH:25]2)=[O:39])[CH2:2][CH2:3][CH2:4][CH2:5]1.[Na+:41].[OH-:40]>>[O:6]=[C:7]([CH:8]([c:9]1[cH:10][cH:11][cH:12][cH:13][cH:14]1)[NH:15][C:16](=[O:17])[NH:18][CH2:19][c:20]1[cH:21][c:22]([NH:26][C:27]([CH2:28][CH2:29][CH2:30][CH2:31][CH2:32][CH2:33][C:34]([NH:35][OH:36])=[O:37])=[O:38])[cH:23][cH:24][cH:25]1)[OH:39]. Reactants: ON1C(C=2C(C1=O)=CC=CC2)=O (N-hydroxyphthalimide), COC(=C)C (2-methoxypropene). Reagents/catalysts: C1(=CC=C(C=C1)S(=O)(=O)O)C (p-toluenesulfonic acid). Run in C(=O)(O)[O-].[Na+] (NaHCO3), CC#N (CH3CN). Reaction conditions: time 1 hour. The product is COC(C)(ON1C(C2=CC=CC=C2C1=O)=O)C (2-(1-methoxy-1-methyl-ethoxy)isoindole-1,3-dione). Isolated yield 75.5%. RXN SMILES: [OH:1][N:2]1[C:6](=[O:7])[C:5]2=[CH:8][CH:9]=[CH:10][CH:11]=[C:4]2[C:3]1=[O:12].[CH3:13][O:14][C:15]([CH3:17])=[CH2:16]>CC#N.C([O-])(O)=O.[Na+].C1(C)C=CC(S(O)(=O)=O)=CC=1>[CH3:13][O:14][C:15]([CH3:17])([O:1][N:2]1[C:3](=[O:12])[C:4]2[C:5](=[CH:8][CH:9]=[CH:10][CH:11]=2)[C:6]1=[O:7])[CH3:16] |f:3.4|. Reported procedure: To a solution of 20 g (123 mmol) of N-hydroxyphthalimide in 360 ml of CH3CN, 26.42 ml (276 mmol) of 2-methoxypropene and 42.36 mg (0.246 mmol) of anhydrous p-toluenesulfonic acid are added in portions at r.t. After stirring for 1 h, the mixture is diluted with 25 ml of sat. NaHCO3 and concentrated under reduced pressure. The residue is extracted with EtOAc and the organic layer is washed with H2O and brine, dried over MgSO4 and concentrated under reduced pressure to give 21.84 g of 2-(1-methoxy-...